Dataset: the Open Reaction Database (ORD), a public repository of structured organic reaction records. Task: describe an organic reaction: reactants, conditions, products, and yield Reactants: N#CC1Cc2ccc([N+](=O)[O-])cc2C1, CO, ClCCl. Yields the product N#CC1Cc2ccc(N)cc2C1. RXN SMILES: [C:1](#[N:2])[CH:3]1[CH2:4][c:5]2[cH:6][cH:7][c:8]([N+:12]([O-:13])=[O:14])[cH:9][c:10]2[CH2:11]1.[CH3:18][OH:19].[Cl:15][CH2:16][Cl:17]>>[C:1](#[N:2])[CH:3]1[CH2:4][c:5]2[cH:6][cH:7][c:8]([NH2:12])[cH:9][c:10]2[CH2:11]1.